Task: describe an organic reaction: reactants, conditions, products, and yield. Dataset: the Open Reaction Database (ORD), a public repository of structured organic reaction records Starting materials: FC(C(=O)C1=CN(C2=CC=CC=C12)C)(F)F (2,2,2-trifluoro-1-(1-methyl-1H-indol-3-yl)ethanone), BrC1=CC=2N(C=C1)C(=NC2)C2=CC=C(C=C2)F (7-bromo-3-(4-fluorophenyl)imidazo[1,5-a]pyridine), C(CCC)[Li] (n-butyllithium), solution. The solvent is C1CCOC1 (THF), C1CCOC1 (THF), hexanes. Run at time 1 minute. The product is FC(C(O)(C1=CN(C2=CC=CC=C12)C)C1=CC=2N(C=C1)C(=NC2)C2=CC=C(C=C2)F)(F)F (2,2,2-Trifluoro-1-[3-(4-fluorophenyl)imidazo[1,5-a]pyridin-7-yl]-1-(1-methyl-1H-indol-3-yl)ethanol). Isolated yield 34.1%. As a reaction SMILES: Br[C:2]1[CH:7]=[CH:6][N:5]2[C:8]([C:11]3[CH:16]=[CH:15][C:14]([F:17])=[CH:13][CH:12]=3)=[N:9][CH:10]=[C:4]2[CH:3]=1.C([Li])CCC.[F:23][C:24]([F:38])([F:37])[C:25]([C:27]1[C:35]2[C:30](=[CH:31][CH:32]=[CH:33][CH:34]=2)[N:29]([CH3:36])[CH:28]=1)=[O:26]>C1COCC1>[F:38][C:24]([F:23])([F:37])[C:25]([C:2]1[CH:7]=[CH:6][N:5]2[C:8]([C:11]3[CH:16]=[CH:15][C:14]([F:17])=[CH:13][CH:12]=3)=[N:9][CH:10]=[C:4]2[CH:3]=1)([C:27]1[C:35]2[C:30](=[CH:31][CH:32]=[CH:33][CH:34]=2)[N:29]([CH3:36])[CH:28]=1)[OH:26]. Procedure details: To a chilled (−78° C.) solution of 7-bromo-3-(4-fluorophenyl)imidazo[1,5-a]pyridine (58 mg, 0.2 mmol) in anhydrous THF (1 mL) was added n-butyllithium (0.1 mL of a 2.5 M solution in hexanes, 2.5 mmol). After 1 minute, a chilled (−78° C.) solution of 2,2,2-trifluoro-1-(1-methyl-1H-indol-3-yl)ethanone (68 mg, 0.3 mmol) in 1 mL of THF was added. After 5 minutes, the reaction mixture was quenched with 50 mL of brine solution and extracted with three 25 mL portions of methylene chloride. The combined... The reactants are CNC(=O)C1=NN(C2=C1C(C(C=1C=NC(=NC21)N)CC)(C)C)C (ethyl 8-amino-1,4,4-trimethyl-4,5-dihydro-1H-pyrazolo[4,3-h]quinazoline-3-carboxylic acid methylamide), [I-].[Cs+] (cesium iodide), II (iodine), N(=O)OCCC(C)C (iso-amyl nitrite). Reagents/catalysts: [Cu]I (copper(I) iodide). The solvent is C(OC)COC (dimethoxyethane). Run at temperature 70 celsius. The product is CNC(=O)C1=NN(C2=C1C(CC=1C=NC(=NC21)I)(C)C)C (8-iodo-1,4,4-trimethyl-4,5-dihydro-1H-pyrazolo[4,3-h]quinazoline-3-carboxylic acid methylamide). Reaction SMILES: [CH3:1][NH:2][C:3]([C:5]1[C:9]2[C:10]([CH3:22])([CH3:21])[CH:11](CC)[C:12]3[CH:13]=[N:14][C:15](N)=[N:16][C:17]=3[C:8]=2[N:7]([CH3:23])[N:6]=1)=[O:4].[I-:24].[Cs+].II.N(OCCC(C)C)=O>[Cu]I.C(COC)OC>[CH3:1][NH:2][C:3]([C:5]1[C:9]2[C:10]([CH3:22])([CH3:21])[CH2:11][C:12]3[CH:13]=[N:14][C:15]([I:24])=[N:16][C:17]=3[C:8]=2[N:7]([CH3:23])[N:6]=1)=[O:4] |f:1.2|. Procedure details: In a round bottom flask maintained under argon atmosphere, ethyl 8-amino-1,4,4-trimethyl-4,5-dihydro-1H-pyrazolo[4,3-h]quinazoline-3-carboxylic acid methylamide (13.00 g, 45.400 mmol) was dissolved into anhydrous dimethoxyethane (800 mL); cesium iodide (11.795 g, 45.400 mmol), bisublimated iodine (5.761 g, 22.698 mmol), copper(I) iodide (2.594 g, 13.621 mmol), and iso-amyl nitrite (9.107 mL, 68.100 mmol) were added in that order and the mixture was heated to 70° C. for 22 hours. The reactants are [N+](=O)([O-])C=1C=C(C=CC1)C=CC(=O)C1=CC=CC=C1 (3-(3-nitrophenyl)-1-phenyl-2-propen-1-one), C(C)(=O)[O-].[NH4+] (ammonium acetate), NCCN1CCOCC1 (N-(2-aminoethyl)morpholine), C=C1CC(=O)O1 (diketene), resultant solution, O1CCN(CC1)CCNC(CC(=O)C)=O (N-(2-morpholinoethyl)acetoacetamide). The solvent is C(C(C)C)C(=O)C (methyl isobutyl ketone), C(C(C)C)C(=O)C (methyl isobutyl ketone). Product: O1CCN(CC1)CCNC(=O)C=1C(=NC(=CC1C1=CC(=CC=C1)[N+](=O)[O-])C1=CC=CC=C1)C (3-(2-morpholinoethylcarbamoyl)-2-methyl-4-(3-nitrophenyl)-6-phenylpyrid ine). Yield: 39.6%. RXN SMILES: [NH2:1]CCN1CCOCC1.C=C1OC(=O)C1.[O:16]1[CH2:21][CH2:20][N:19]([CH2:22][CH2:23][NH:24][C:25](=[O:30])[CH2:26][C:27]([CH3:29])=O)[CH2:18][CH2:17]1.[N+:31]([C:34]1[CH:35]=[C:36]([CH:40]=[CH:41][C:42]([C:44]2[CH:49]=[CH:48][CH:47]=[CH:46][CH:45]=2)=O)[CH:37]=[CH:38][CH:39]=1)([O-:33])=[O:32].C([O-])(=O)C.[NH4+]>C(C(C)=O)C(C)C>[O:16]1[CH2:21][CH2:20][N:19]([CH2:22][CH2:23][NH:24][C:25]([C:26]2[C:27]([CH3:29])=[N:1][C:42]([C:44]3[CH:49]=[CH:48][CH:47]=[CH:46][CH:45]=3)=[CH:41][C:40]=2[C:36]2[CH:37]=[CH:38][CH:39]=[C:34]([N+:31]([O-:33])=[O:32])[CH:35]=2)=[O:30])[CH2:18][CH2:17]1 |f:4.5|. Reported procedure: A solution of N-(2-aminoethyl)morpholine (170.5 g) in methyl isobutyl ketone (200 ml) was added portionwise to a solution of diketene (102 ml) in methyl isobutyl ketone (1.3 () at -30 to -10° C. under stirring and the mixture was stirred at -10 to 0° C. for one hour. To the resultant solution containing N-(2-morpholinoethyl)acetoacetamide, was added 3-(3-nitrophenyl)-1-phenyl-2-propen-1-one (220.4 g) and ammonium acetate (100 g) and the mixture was stirred at 80° C. for 4.5 hours. The reaction m...